This data is from the Open Reaction Database (ORD), a public repository of structured organic reaction records. The task is: describe an organic reaction: reactants, conditions, products, and yield Reactants: C(C)OC(C1=CC=C(C=C1)O)=O (ethyl-4-hydroxybenzoate), CCCCCC.CCOC(=O)C (hexane EtOAc). Product: C(C)OC(=O)C1=CC=C(OC2=CC=C(O2)C=O)C=C1 (5-(4-Ethoxycarbonylphenoxy)-2-furaldehyde). Reaction SMILES: C([O:3][C:4](=[O:12])[C:5]1[CH:10]=[CH:9][C:8]([OH:11])=CC=1)C.[CH3:13][CH2:14][CH2:15][CH2:16][CH2:17][CH3:18].[CH3:19][CH2:20][O:21][C:22](C)=[O:23]>>[CH2:20]([O:21][C:22]([C:15]1[CH:14]=[CH:13][C:18]([O:12][C:4]2[O:3][C:9]([CH:8]=[O:11])=[CH:10][CH:5]=2)=[CH:17][CH:16]=1)=[O:23])[CH3:19] |f:1.2|. Reported procedure: Using ethyl-4-hydroxybenzoate, the title compound was prepared by the method of Example 52A, except chromatography using 3:1 hexane-EtOAc was used for purification. 1H NMR (CDCl3) δ 9.45 (s, 1H), 8.10 (m, 2H), 7.25 (d, 1H), 7.19 (m, 2H), 5.75 (d, 1H), 4.40 (q, 2H), 1.41 (t, 3H). MS (DCl/NH3) m/e 261 (M+H)+, 278 (M+H+NH3)+. The reactants are C(C)(C)(C)C1=CC(=C(C=N1)C=1N([C@]([C@](N1)(C)C1=CC=C(C=C1)Cl)(C)C1=CC=C(C=C1)Cl)C(=O)N1CCC(CC1)CC(=O)O)OCC ({1-[(4S,5R)-2-(6-tert-butyl-4-ethoxy-pyridin-3-yl)-4,5-bis-(4-chloro-phenyl)-4,5-dimethyl-4,5-dihydro-imidazole-1-carbonyl]-piperidin-4-yl}-acetic acid), C(C)(CC)C1=CC=C(C=C1)N (N-(4-sec-butyl-phenyl)-amine). The product is C(C)(C)(C)C1=CC(=C(C=N1)C=1N([C@]([C@](N1)(C)C1=CC=C(C=C1)Cl)(C)C1=CC=C(C=C1)Cl)C(=O)N1CCC(CC1)CC(=O)NC1=CC=C(C=C1)C(C)CC)OCC (2-{1-[(4S,5R)-2-(6-tert-Butyl-4-ethoxy-pyridin-3-yl)-4,5-bis-(4-chloro-phenyl)-4,5-dimethyl-4,5-dihydro-imidazole-1-carbonyl]-piperidin-4-yl}-N-(4-sec-butyl-phenyl)-acetamide). RXN SMILES: [C:1]([C:5]1[N:10]=[CH:9][C:8]([C:11]2[N:12]([C:32]([N:34]3[CH2:39][CH2:38][CH:37]([CH2:40][C:41]([OH:43])=O)[CH2:36][CH2:35]3)=[O:33])[C@@:13]([C:25]3[CH:30]=[CH:29][C:28]([Cl:31])=[CH:27][CH:26]=3)([CH3:24])[C@@:14]([C:17]3[CH:22]=[CH:21][C:20]([Cl:23])=[CH:19][CH:18]=3)([CH3:16])[N:15]=2)=[C:7]([O:44][CH2:45][CH3:46])[CH:6]=1)([CH3:4])([CH3:3])[CH3:2].[CH:47]([C:51]1[CH:56]=[CH:55][C:54]([NH2:57])=[CH:53][CH:52]=1)([CH2:49][CH3:50])[CH3:48]>>[C:1]([C:5]1[N:10]=[CH:9][C:8]([C:11]2[N:12]([C:32]([N:34]3[CH2:39][CH2:38][CH:37]([CH2:40][C:41]([NH:57][C:54]4[CH:55]=[CH:56][C:51]([CH:47]([CH2:49][CH3:50])[CH3:48])=[CH:52][CH:53]=4)=[O:43])[CH2:36][CH2:35]3)=[O:33])[C@@:13]([C:25]3[CH:26]=[CH:27][C:28]([Cl:31])=[CH:29][CH:30]=3)([CH3:24])[C@@:14]([C:17]3[CH:18]=[CH:19][C:20]([Cl:23])=[CH:21][CH:22]=3)([CH3:16])[N:15]=2)=[C:7]([O:44][CH2:45][CH3:46])[CH:6]=1)([CH3:4])([CH3:3])[CH3:2]. Procedure: In a manner analogous to the method described in example 163, {1-[(4S,5R)-2-(6-tert-butyl-4-ethoxy-pyridin-3-yl)-4,5-bis-(4-chloro-phenyl)-4,5-dimethyl-4,5-dihydro-imidazole-1-carbonyl]-piperidin-4-yl}-acetic acid was reacted with N-(4-sec-butyl-phenyl)-amine (TCI-US) to give the title compound. LC-MS (ES+) 796 [(M+H)+]. Starting materials: C(CCC)[Li] (butyllithium), solution, phases, [Br-].COC=1C=C(C[P+](C2=CC=CC=C2)(C2=CC=CC=C2)C2=CC=CC=C2)C=C(C1OC)OC (3,4,5-trimethoxybenzyltriphenylphosphonium bromide), [NH4+].[Cl-] (NH4Cl), [Si](C)(C)(C(C)(C)C)OC1=C(C=O)C=CC(=C1O[Si](C)(C)C(C)(C)C)CC (2,3-Di(tert-butyldimethylsilyloxy)-4-ethyl benzaldehyde). The solvent is CCCCCC (hexane), O1CCCC1 (tetrahydrofuran), C(C)(=O)OCC (ethyl acetate), O1CCCC1 (tetrahydrofuran). Reaction conditions: temperature 0 celsius, time 20 minute. The product is C(C)C=1C(=C(C(=CC1)\C=C/C1=CC(=C(C(=C1)OC)OC)OC)O[Si](C)(C)C(C)(C)C)O[Si](C)(C)C(C)(C)C (3-Ethyl-6-[(Z)-2-(3,4,5-trimethoxyphenyl)vinyl]-1,2-di(tert-butyldimethylsilyloxy)benzene). Isolated yield 21.5%. Reaction SMILES: [Br-].[CH3:2][O:3][C:4]1[CH:5]=[C:6]([CH:27]=[C:28]([O:32][CH3:33])[C:29]=1[O:30][CH3:31])[CH2:7][P+](C1C=CC=CC=1)(C1C=CC=CC=1)C1C=CC=CC=1.C([Li])CCC.[Si:39]([O:46][C:47]1[C:54]([O:55][Si:56]([C:59]([CH3:62])([CH3:61])[CH3:60])([CH3:58])[CH3:57])=[C:53]([CH2:63][CH3:64])[CH:52]=[CH:51][C:48]=1[CH:49]=O)([C:42]([CH3:45])([CH3:44])[CH3:43])([CH3:41])[CH3:40].[NH4+].[Cl-]>O1CCCC1.CCCCCC.C(OCC)(=O)C>[CH2:63]([C:53]1[C:54]([O:55][Si:56]([C:59]([CH3:60])([CH3:62])[CH3:61])([CH3:57])[CH3:58])=[C:47]([O:46][Si:39]([C:42]([CH3:45])([CH3:44])[CH3:43])([CH3:40])[CH3:41])[C:48](/[CH:49]=[CH:7]\[C:6]2[CH:27]=[C:28]([O:32][CH3:33])[C:29]([O:30][CH3:31])=[C:4]([O:3][CH3:2])[CH:5]=2)=[CH:51][CH:52]=1)[CH3:64] |f:0.1,4.5|. Procedure details: A suspension of 3,4,5-trimethoxybenzyltriphenylphosphonium bromide (3.9 g, 7.5 mmol) in tetrahydrofuran (40 mL) was cooled to 0° C. and butyllithium (4.7 mL of a 1.6 N solution in hexane, 7.5 mmol) was added dropwise. The brick red solution was stirred at 0° C. for 20 min, then a solution of 12 (2 g, ca 5 mmol) in tetrahydrofuran (15 mL) was added dropwise. The temperature was allowed to rise to room temperature over 4 hours, than the reaction was poured into ethyl acetate (ca 150 mL) and NH4Cl ... Reactants: COC(=O)c1ccc(C(F)(F)F)nc1S(=O)(=O)NC(C)(C)C, O=C(O)C(F)(F)F. Product: COC(=O)c1ccc(C(F)(F)F)nc1S(N)(=O)=O. Reaction SMILES: [CH3:1][C:2]([CH3:3])([CH3:4])[NH:5][S:6](=[O:7])(=[O:8])[c:9]1[n:10][c:11]([C:19]([F:20])([F:21])[F:22])[cH:12][cH:13][c:14]1[C:15](=[O:16])[O:17][CH3:18].[OH:23][C:24]([C:25]([F:26])([F:27])[F:28])=[O:29]>>[NH2:5][S:6](=[O:7])(=[O:8])[c:9]1[n:10][c:11]([C:19]([F:20])([F:21])[F:22])[cH:12][cH:13][c:14]1[C:15](=[O:16])[O:17][CH3:18]. The reactants are FC(CN1C(N(C(C1)C(=O)O)C)=O)F (1-(2,2-difluoroethyl)-3-methyl-2-oxo-4-imidazolidinecarboxylic acid), O.ON1N=NC2=C1C=CC=C2 (1-hydroxybenzotriazole hydrate), Cl.C(C)N=C=NCCCN(C)C (1-ethyl-3-(3-dimethylaminopropyl)carbodiimide hydrochloride), C(C)N1CCOCC1 (N-ethylmorpholine), ClC1=C(C=CC(=C1)Cl)CN ([(2,4-Dichlorophenyl)methyl]amine). The solvent is ClCCl (dichloromethane), ClCCl (dichloromethane). Conditions: time 10 minute. Yields the product ClC1=C(C=CC(=C1)Cl)CNC(=O)C1N(C(N(C1)CC(F)F)=O)C (N-[(2,4-dichlorophenyl)methyl]-1-(2,2-difluoroethyl)-3-methyl-2-oxo-4-imidazolidinecarboxamide). Isolated yield 11.4%. Reaction SMILES: [F:1][CH:2]([F:14])[CH2:3][N:4]1[CH2:8][CH:7]([C:9]([OH:11])=O)[N:6]([CH3:12])[C:5]1=[O:13].O.ON1C2C=CC=CC=2N=N1.Cl.C(N=C=NCCCN(C)C)C.C(N1CCOCC1)C.[Cl:46][C:47]1[CH:52]=[C:51]([Cl:53])[CH:50]=[CH:49][C:48]=1[CH2:54][NH2:55]>ClCCl>[Cl:46][C:47]1[CH:52]=[C:51]([Cl:53])[CH:50]=[CH:49][C:48]=1[CH2:54][NH:55][C:9]([CH:7]1[CH2:8][N:4]([CH2:3][CH:2]([F:1])[F:14])[C:5](=[O:13])[N:6]1[CH3:12])=[O:11] |f:1.2,3.4|. Procedure: A mixture of 1-(2,2-difluoroethyl)-3-methyl-2-oxo-4-imidazolidinecarboxylic acid (125 mg, 0.6 mmol), 1-hydroxybenzotriazole hydrate (110 mg, 0.720 mmol), 1-ethyl-3-(3-dimethylaminopropyl)carbodiimide hydrochloride (138 mg, 0.720 mmol) and N-ethylmorpholine (0.305 ml, 2.400 mmol) in dichloromethane (5 ml) was stirred for 10 minutes. [(2,4-Dichlorophenyl)methyl]amine (106 mg, 0.600 mmol) was added and the solution was stirred at room temperature for 3 days. The reaction mixture was diluted with di...